From a dataset of the Open Reaction Database (ORD), a public repository of structured organic reaction records. describe an organic reaction: reactants, conditions, products, and yield Starting materials: ClCCOC1=CC=C(C=C1)C1OC2=CC(=CC=C2C(=C1C=1C(=NC(=NC1)OC)OC)C)OCOCC[Si](C)(C)C (5-[2-[4-(2-Chloro-ethoxy)-phenyl]-4-methyl-7-(2-trimethylsilanyl-ethoxymethoxy)-2H-chromen-3-yl]-2,4-dimethoxy-pyrimidine), N1CCCCC1 (piperidine). Product: COC1=NC=C(C(=N1)OC)C=1C(OC2=CC(=CC=C2C1C)O)C1=CC=C(C=C1)OCCN1CCCCC1 (3-(2,4-Dimethoxy-pyrimidin-5-yl)-4-methyl-2-[4-(2-piperidin-1-yl-ethoxy)-phenyl]-2H-chromen-7-ol). RXN SMILES: Cl[CH2:2][CH2:3][O:4][C:5]1[CH:10]=[CH:9][C:8]([CH:11]2[C:20]([C:21]3[C:22]([O:29][CH3:30])=[N:23][C:24]([O:27][CH3:28])=[N:25][CH:26]=3)=[C:19]([CH3:31])[C:18]3[C:13](=[CH:14][C:15]([O:32]COCC[Si](C)(C)C)=[CH:16][CH:17]=3)[O:12]2)=[CH:7][CH:6]=1.[NH:41]1[CH2:46][CH2:45][CH2:44][CH2:43][CH2:42]1>>[CH3:28][O:27][C:24]1[N:23]=[C:22]([O:29][CH3:30])[C:21]([C:20]2[CH:11]([C:8]3[CH:9]=[CH:10][C:5]([O:4][CH2:3][CH2:2][N:41]4[CH2:46][CH2:45][CH2:44][CH2:43][CH2:42]4)=[CH:6][CH:7]=3)[O:12][C:13]3[C:18]([C:19]=2[CH3:31])=[CH:17][CH:16]=[C:15]([OH:32])[CH:14]=3)=[CH:26][N:25]=1. Reported procedure: The title product was prepared as a white solid according to the procedure described in Example 34 using 5-[2-[4-(2-Chloro-ethoxy)-phenyl]-4-methyl-7-(2-trimethylsilanyl-ethoxymethoxy)-2H-chromen-3-yl]-2,4-dimethoxy-pyrimidine and piperidine as the starting material. The reactants are C[Si](C)(C)Cl, ClCCl, OCCO, COc1cc(C=O)cc(I)c1O. Product: COc1cc(C2OCCO2)cc(I)c1O. As a reaction SMILES: [Cl:17][Si:18]([CH3:19])([CH3:20])[CH3:21].[Cl:22][CH2:23][Cl:24].[OH:13][CH2:14][CH2:15][OH:16].[OH:1][c:2]1[c:3]([I:12])[cH:4][c:5]([CH:6]=[O:7])[cH:8][c:9]1[O:10][CH3:11]>>[OH:1][c:2]1[c:3]([I:12])[cH:4][c:5]([CH:6]2[O:7][CH2:15][CH2:14][O:13]2)[cH:8][c:9]1[O:10][CH3:11]. The reactants are II (iodine), [O-]S(=O)(=S)[O-].[Na+].[Na+] (Na2S2O3), CC1=CC=C(C=N1)NC(OC(C)(C)C)=O (tert-butyl 6-methylpyridin-3-ylcarbamate), CN(C)CCN(C)C (TMEDA), C(CCC)[Li] (n-Butyl lithium). Solvent: C(C)OCC (diethyl ether), CCOC(=O)C (EtOAc), C(C)OCC (diethyl ether). Run at temperature -19.5 celsius, time 1.25 hour. The product is IC1=C(C=NC(=C1)C)NC(OC(C)(C)C)=O (tert-Butyl 4-iodo-6-methylpyridin-3-ylcarbamate). As a reaction SMILES: [CH3:1][C:2]1[N:7]=[CH:6][C:5]([NH:8][C:9](=[O:15])[O:10][C:11]([CH3:14])([CH3:13])[CH3:12])=[CH:4][CH:3]=1.CN(CCN(C)C)C.C([Li])CCC.[I:29]I.[O-]S([O-])(=S)=O.[Na+].[Na+]>C(OCC)C.CCOC(C)=O>[I:29][C:4]1[CH:3]=[C:2]([CH3:1])[N:7]=[CH:6][C:5]=1[NH:8][C:9](=[O:15])[O:10][C:11]([CH3:12])([CH3:14])[CH3:13] |f:4.5.6|. Procedure: To a solution of tert-butyl 6-methylpyridin-3-ylcarbamate (9 g, 43.2 mmol) in diethyl ether (150 mL) was added TMEDA (5.27 g, 6.85 mL, 45.4 mmol) and the solution was cooled down to −75° C. n-Butyl lithium (1.6 M solution in hexane, 72.1 mL, 115 mmol) was added dropwise over 20 minutes. The orange suspension was stirred for 1.25 hours at temperatures between −14 to −25° C. After cooling down to −75° C. a solution of iodine (16.8 g, 66.1 mmol) in diethyl ether (150 mL) was added dropwise over 45 ... RXN SMILES: [Cl:1][c:2]1[n:3][c:4]([NH:12][c:13]2[cH:14][c:15]([CH3:19])[cH:16][cH:17][cH:18]2)[c:5]([C:9](=[O:10])[OH:11])[c:6]([Cl:8])[n:7]1.[I:25][CH3:26].[Na+:24].[O-:20][C:21]([OH:22])=[O:23].[O:27]=[CH:28][N:29]([CH3:30])[CH3:31]>>[Cl:1][c:2]1[n:3][c:4]([NH:12][c:13]2[cH:14][c:15]([CH3:19])[cH:16][cH:17][cH:18]2)[c:5]([C:9](=[O:10])[O:11][CH3:21])[c:6]([Cl:8])[n:7]1. Reactants: Cc1cccc(Nc2nc(Cl)nc(Cl)c2C(=O)O)c1, CI, [Na+], O=C([O-])O, CN(C)C=O. Yields the product COC(=O)c1c(Cl)nc(Cl)nc1Nc1cccc(C)c1. Starting materials: Cl (hydrochloric acid), S(O)(O)(=O)=O (sulfuric acid), [Cl-] (chloride), S(=O)(=O)([O-])[O-] (sulfate). Product: O(Cl)Cl (oxy chloride), S1(=O)(=O)OOO1 (oxy sulfate). RXN SMILES: [Cl-:1].[S:2]([O-:6])([O-:5])(=[O:4])=[O:3].[ClH:7].S(=O)(=O)(O)[OH:9]>>[O:3]([Cl:7])[Cl:1].[S:2]1([O:6][O:9][O:5]1)(=[O:4])=[O:3]. Procedure: To adjust the solubility of the chloride and sulfate solutions, hydrochloric acid and sulfuric acid may be used, respectively, in the similar way while producing oxy chloride and oxy sulfate adhesives. Starting materials: C([O-])([O-])=O.[Cs+].[Cs+] (cesium carbonate), ClCC1=NC2=CC(=CC=C2C(N1)=O)C(=O)OC (methyl 2-(chloromethyl)-4-oxo-3,4-dihydroquinazoline-7-carboxylate), FC(C1=C(C=CC=C1)O)(F)F (2-(trifluoromethyl)phenol), CC(C)([O-])C.[K+] (potassium tert-butoxide). The reagents and catalysts are [I-].C(CCC)[N+](CCCC)(CCCC)CCCC (tetra-n-butylammonium iodide). Run in CN(C)C=O (DMF), C1CCOC1 (THF). Conditions: time 3 hour. Yields the product O=C1NC(=NC2=CC(=CC=C12)C(=O)OC)COC1=C(C=CC=C1)C(F)(F)F (methyl 4-oxo-2-{[2-(trifluoromethyl)phenoxy]methyl}-3,4-dihydroquinazoline-7-carboxylate). RXN SMILES: [F:1][C:2]([F:11])([F:10])[C:3]1[CH:8]=[CH:7][CH:6]=[CH:5][C:4]=1[OH:9].CC(C)([O-])C.[K+].C(=O)([O-])[O-].[Cs+].[Cs+].Cl[CH2:25][C:26]1[NH:35][C:34](=[O:36])[C:33]2[C:28](=[CH:29][C:30]([C:37]([O:39][CH3:40])=[O:38])=[CH:31][CH:32]=2)[N:27]=1>C1COCC1.[I-].C([N+](CCCC)(CCCC)CCCC)CCC.CN(C=O)C>[O:36]=[C:34]1[C:33]2[C:28](=[CH:29][C:30]([C:37]([O:39][CH3:40])=[O:38])=[CH:31][CH:32]=2)[N:27]=[C:26]([CH2:25][O:9][C:4]2[CH:5]=[CH:6][CH:7]=[CH:8][C:3]=2[C:2]([F:10])([F:11])[F:1])[NH:35]1 |f:1.2,3.4.5,8.9|. Reported procedure: To a solution of 2-(trifluoromethyl)phenol (36 mg, 0.22 mmol) in THF (1 mL) was added potassium tert-butoxide (24 mg, 0.22 mmol) and the reaction was stirred at rt for 3 h. Then tetra-n-butylammonium iodide (9 mg, 0.024 mmol), cesium carbonate (78 mg, 0.24 mmol) and methyl 2-(chloromethyl)-4-oxo-3,4-dihydroquinazoline-7-carboxylate (30 mg, 0.12 mmol) in DMF (1 mL) was added. The reaction mixture was stirred at rt for 2 d. The mixture was then concentrated to afford methyl 4-oxo-2-{[2-(trifluorom... The reactants are BrC1=CC=CC(=N1)C=O (6-bromo-2-pyridinecarboxaldehyde), N1(CCCC1)C1CCNCC1 (4-(1-pyrrolidinyl)-piperidine). The solvent is C(Cl)Cl (CH2Cl2). Yields the product BrC1=NC(=CC=C1)CN1CCC(CC1)N1CCCC1 (2-bromo-6-[4-(1-pyrrolidinyl)-piperidinylmethyl]pyridine). Reaction SMILES: [Br:1][C:2]1[N:7]=[C:6]([CH:8]=O)[CH:5]=[CH:4][CH:3]=1.[N:10]1([CH:15]2[CH2:20][CH2:19][NH:18][CH2:17][CH2:16]2)[CH2:14][CH2:13][CH2:12][CH2:11]1>C(Cl)Cl>[Br:1][C:2]1[CH:3]=[CH:4][CH:5]=[C:6]([CH2:8][N:18]2[CH2:19][CH2:20][CH:15]([N:10]3[CH2:14][CH2:13][CH2:12][CH2:11]3)[CH2:16][CH2:17]2)[N:7]=1. Procedure: 7] To 6-bromo-2-pyridinecarboxaldehyde (400 mg, 2.15 mmol) was added 4-(1-pyrrolidinyl)-piperidine (500 mg, 3.22 mmol) in dry CH2Cl2 (15 mL) to give 2-bromo-6-[4-(1-pyrrolidinyl)-piperidinylmethyl]pyridine as a pale yellow solid. MS m/z: 326.1(M+2H). Calc'd for C15H22BrN3: 324.26.